Dataset: the Open Reaction Database (ORD), a public repository of structured organic reaction records. Task: describe an organic reaction: reactants, conditions, products, and yield Reactants: COC1=C(C=C(C=C1)N1N=C(C=C1)CO)B1OC(C(O1)(C)C)(C)C ((1-(4-methoxy-3-(4,4,5,5-tetramethyl-1,3,2-dioxaborolan-2-yl)phenyl)-1H-pyrazol-3-yl)methanol), ClC1=CC=C(N=N1)N(C1CC(NC(C1)(C)C)(C)C)C (6-chloro-N-methyl-N-(2,2,6,6-tetramethylpiperidin-4-yl)pyridazin-3-amine), ClC1=CC=C(N=N1)N(C1CC(NC(C1)(C)C)(C)C)C (6-chloro-N-methyl-N-(2,2,6,6-tetramethylpiperidin-4-yl)pyridazin-3-amine), P(=O)([O-])([O-])[O-].[K+].[K+].[K+] (potassium phosphate), COC=1C=CC=C(C1C=2C=CC=CC2P(C3CCCCC3)C4CCCCC4)OC (SPhos). Reagents/catalysts: C=1C=CC(=CC1)/C=C/C(=O)/C=C/C2=CC=CC=C2.C=1C=CC(=CC1)/C=C/C(=O)/C=C/C2=CC=CC=C2.C=1C=CC(=CC1)/C=C/C(=O)/C=C/C2=CC=CC=C2.[Pd].[Pd] (Pd2(dba)3). The solvent is O (H2O), O1CCOCC1 (1,4-dioxane). Conditions: temperature 100 celsius. Product: COC1=C(C=C(C=C1)N1N=CC(=C1)CO)C=1N=NC(=CC1)N(C1CC(NC(C1)(C)C)(C)C)C ((1-(4-methoxy-3-(6-(methyl(2,2,6,6-tetramethylpiperidin-4-yl)amino)pyridazin-3-yl)phenyl)-1H-pyrazol-4-yl)methanol). The yield is 1025.4%. As a reaction SMILES: [CH3:1][O:2][C:3]1[CH:8]=[CH:7][C:6]([N:9]2[CH:13]=[CH:12][C:11](CO)=[N:10]2)=[CH:5][C:4]=1B1OC(C)(C)C(C)(C)O1.Cl[C:26]1[N:31]=[N:30][C:29]([N:32]([CH3:43])[CH:33]2[CH2:38][C:37]([CH3:40])([CH3:39])[NH:36][C:35]([CH3:42])([CH3:41])[CH2:34]2)=[CH:28][CH:27]=1.P([O-])([O-])([O-])=O.[K+].[K+].[K+].[CH3:52][O:53]C1C=CC=C(OC)C=1C1C=CC=CC=1P(C1CCCCC1)C1CCCCC1>C1C=CC(/C=C/C(/C=C/C2C=CC=CC=2)=O)=CC=1.C1C=CC(/C=C/C(/C=C/C2C=CC=CC=2)=O)=CC=1.C1C=CC(/C=C/C(/C=C/C2C=CC=CC=2)=O)=CC=1.[Pd].[Pd].O.O1CCOCC1>[CH3:1][O:2][C:3]1[CH:8]=[CH:7][C:6]([N:9]2[CH:13]=[C:12]([CH2:52][OH:53])[CH:11]=[N:10]2)=[CH:5][C:4]=1[C:26]1[N:31]=[N:30][C:29]([N:32]([CH3:43])[CH:33]2[CH2:38][C:37]([CH3:40])([CH3:39])[NH:36][C:35]([CH3:42])([CH3:41])[CH2:34]2)=[CH:28][CH:27]=1 |f:2.3.4.5,7.8.9.10.11|. Reported procedure: To a microwave vial was added (1-(4-methoxy-3-(4,4,5,5-tetramethyl-1,3,2-dioxaborolan-2-yl)phenyl)-1H-pyrazol-3-yl)methanol (254 mg, 0.77 mmol), 6-chloro-N-methyl-N-(2,2,6,6-tetramethylpiperidin-4-yl)pyridazin-3-amine (Intermediate 1-1, 145 mg, 0.51 mmol), potassium phosphate (435 mg, 2.05 mmol), Pd2(dba)3 (46.9 mg, 0.05 mmol), and SPhos (21.1 mg, 0.05 mmol), followed by addition of 1,4-dioxane (1.3 mL)/H2O (0.3 mL). The vial was purged with N2 for 5 minutes and the reaction mixture was heated a... Starting materials: C(C1=CC=CC=C1)(=O)OC(C(=O)C1=CC=C(C=C1)F)C1=CC=NC=C1 (2-Benzoyloxy-1-(4-fluorophenyl)-2-(4-pyridyl)ethanone), N#CN (cyanamide), [OH-].[K+] (KOH). Solvent: CCO (EtOH). Yields the product NC=1OC(=C(N1)C1=CC=C(C=C1)F)C1=CC=NC=C1 (2-Amino-4-(4-fluorophenyl)-5-(4-pyridyl)oxazole). Isolated yield 9.9%. Reaction SMILES: C([O:9][CH:10]([C:20]1[CH:25]=[CH:24][N:23]=[CH:22][CH:21]=1)[C:11]([C:13]1[CH:18]=[CH:17][C:16]([F:19])=[CH:15][CH:14]=1)=O)(=O)C1C=CC=CC=1.[N:26]#[C:27][NH2:28].[OH-].[K+]>CCO>[NH2:26][C:27]1[O:9][C:10]([C:20]2[CH:21]=[CH:22][N:23]=[CH:24][CH:25]=2)=[C:11]([C:13]2[CH:14]=[CH:15][C:16]([F:19])=[CH:17][CH:18]=2)[N:28]=1 |f:2.3|. Reported procedure: A mixture of 1-(t-butyldimethylsilyloxy)-2-(4-fluorophenyl)-1-(4-pyridyl)ethanone [See Ex. 79 (a) of Adams et al., WO93/14081] (5.16 g, 15.0 mmol), cyanamide (0.95 g, 22.5 mmol) and KOH (0.55 g, 9.8 mmol) in EtOH (20 mL) was heated at reflux for 1 h. After cooling, the precipitate was filtered and washed with EtOH. Recrystallization from CH2Cl2/MeOH afforded the title compound as a yellow solid (0.38 g): ESMS (m/z): 256 (M++H).